This data is from the Open Reaction Database (ORD), a public repository of structured organic reaction records. The task is: describe an organic reaction: reactants, conditions, products, and yield Starting materials: [N+](=O)([O-])C1=C2C=CC(=NC2=CC=C1)Cl (5-nitro-2-chloroquinoline), FC1=CC=C(C=C1)S(=O)(=O)Cl (4-fluorobenzenesulphonylchloride), FC1=CC=C(CN)C=C1 (4-fluorobenzylamine). Yields the product FC1=CC=C(C=C1)S(=O)(=O)NC1=C2C=CC(=NC2=CC=C1)NCC1=CC=C(C=C1)F (4-Fluoro-N-[2-(4-fluoro-benzylamino)-quinolin-5-yl]-benzenesulfonamide). Reaction SMILES: [N+:1]([C:4]1[CH:13]=[CH:12][CH:11]=[C:10]2[C:5]=1[CH:6]=[CH:7][C:8](Cl)=[N:9]2)([O-])=O.[F:15][C:16]1[CH:21]=[CH:20][C:19]([S:22](Cl)(=[O:24])=[O:23])=[CH:18][CH:17]=1.[F:26][C:27]1[CH:34]=[CH:33][C:30]([CH2:31][NH2:32])=[CH:29][CH:28]=1>>[F:15][C:16]1[CH:21]=[CH:20][C:19]([S:22]([NH:1][C:4]2[CH:13]=[CH:12][CH:11]=[C:10]3[C:5]=2[CH:6]=[CH:7][C:8]([NH:32][CH2:31][C:30]2[CH:33]=[CH:34][C:27]([F:26])=[CH:28][CH:29]=2)=[N:9]3)(=[O:24])=[O:23])=[CH:18][CH:17]=1. Procedure details: The title compound, MS: m/e=426.0 (M+H+), was prepared in accordance with the general method of example 61 from 5-nitro-2-chloroquinoline, 4-fluorobenzenesulphonylchloride and 4-fluorobenzylamine. Procedure: Clean glassware to be used with 2 M NaOH for 3-5 minutes and the rinse thoroughly with deionized water. Prepare a first saline buffer by adding 2.7017 grams of dibasic sodium phosphate, USP to 5 liters of 0.9% sodium chloride for injection, USP. Prepare a second saline buffer by adding 1.39 grams of monobasic sodium phosphate, USP to 1 liter of 0.9% sodium chloride for injection, USP. While stirring the first saline buffer solution, slowly add the second saline buffer solution until the final pH... The solvent is [Cl-].[Na+] (sodium chloride), [Cl-].[Na+] (sodium chloride). Product: [Na][Na] (disodium), C1=CC(=CC=C1C(=O)N[C@@H](CCC(=O)O)C(=O)O)NCC=2C=NC3=C(N2)C(=NC(=N3)N)N (aminopterin). Starting materials: P(=O)([O-])([O-])[O-].[Na+].[Na+].[Na+] (sodium phosphate), P(=O)([O-])([O-])[O-].[Na+].[Na+].[Na+] (sodium phosphate), C1=CC(=CC=C1C(=O)N[C@@H](CCC(=O)O)C(=O)O)NCC=2C=NC3=C(N2)C(=NC(=N3)N)N (aminopterin), [OH-].[Na+] (NaOH). Reaction SMILES: [OH-].[Na+:2].P([O-])([O-])([O-])=O.[Na+:8].[Na+].[Na+].[CH:11]1[C:16]([C:17]([NH:19][C@H:20]([C:26]([OH:28])=[O:27])[CH2:21][CH2:22][C:23]([OH:25])=[O:24])=[O:18])=[CH:15][CH:14]=[C:13]([NH:29][CH2:30][C:31]2[CH:32]=[N:33][C:34]3[N:40]=[C:39]([NH2:41])[N:38]=[C:37]([NH2:42])[C:35]=3[N:36]=2)[CH:12]=1>[Cl-].[Na+]>[Na:2][Na:8].[CH:15]1[C:16]([C:17]([NH:19][C@H:20]([C:26]([OH:28])=[O:27])[CH2:21][CH2:22][C:23]([OH:25])=[O:24])=[O:18])=[CH:11][CH:12]=[C:13]([NH:29][CH2:30][C:31]2[CH:32]=[N:33][C:34]3[N:40]=[C:39]([NH2:41])[N:38]=[C:37]([NH2:42])[C:35]=3[N:36]=2)[CH:14]=1 |f:0.1,2.3.4.5,7.8|. The reactants are NC(=O)N (urea), NC(=O)N (urea), C1=CC(=CC=C1N)N (p-phenylenediamine), diamine. Run in O (water), O (water). Product: C1=CC(=CC=C1N)NC(=O)NC2=CC=C(C=C2)N (4,4'-DIAMINO CARBANILID). Reaction SMILES: [NH2:1][C:2]([NH2:4])=[O:3].[CH:5]1[C:10]([NH2:11])=[CH:9][CH:8]=[C:7](N)[CH:6]=1>O>[CH:9]1[C:10]([NH2:11])=[CH:5][CH:6]=[C:7]([NH:1][C:2]([NH:4][C:7]2[CH:8]=[CH:9][C:10]([NH2:11])=[CH:5][CH:6]=2)=[O:3])[CH:8]=1. Reported procedure: To a 1-liter, 3-neck round-bottom flask equipped with a mechanical stirrer, nitrogen inlet tube extending below the liquid level and a reflux condenser with a nitrogen exit to a gas bubbler, was added 500 ml. of distilled water. After the water was de-oxygenated by bubbling nitrogen gas through it for three hours, 15 g. (0.25 mole) of a commercial pre-dried urea and 60 g. (0.554 mole) of purified p-phenylenediamine were added and the solution which formed was refluxed for about 72 hours under a ...